From a dataset of the Open Reaction Database (ORD), a public repository of structured organic reaction records. describe an organic reaction: reactants, conditions, products, and yield Reactants: ClC1=NC=2N3[C@H](CNC2C=N1)COCC3 ((R)-2-chloro-5,6,6a,7,9,10-hexahydro-[1,4]oxazino[3,4-h]pteridine), CC(C)([O-])C.[Na+] (sodium tert-butoxide), ClCC1=CN=CO1 (5-(chloromethyl)oxazole). Run in CS(=O)C (DMSO). Product: ClC1=NC=2N3[C@H](CN(C2C=N1)CC1=CN=CO1)COCC3 ((R)-2-chloro-5-(oxazol-5-ylmethyl)-5,6,6a,7,9,10-hexahydro-[1,4]oxazino[3,4-h]pteridine). As a reaction SMILES: [Cl:1][C:2]1[N:11]=[CH:10][C:9]2[NH:8][CH2:7][C@@H:6]3[CH2:12][O:13][CH2:14][CH2:15][N:5]3[C:4]=2[N:3]=1.CC(C)([O-])C.[Na+].Cl[CH2:23][C:24]1[O:28][CH:27]=[N:26][CH:25]=1>CS(C)=O>[Cl:1][C:2]1[N:11]=[CH:10][C:9]2[N:8]([CH2:23][C:24]3[O:28][CH:27]=[N:26][CH:25]=3)[CH2:7][C@@H:6]3[CH2:12][O:13][CH2:14][CH2:15][N:5]3[C:4]=2[N:3]=1 |f:1.2|. Reported procedure: The title compound was prepared in a manner similar to PREPARATION x5 using (R)-2-chloro-5,6,6a,7,9,10-hexahydro-[1,4]oxazino[3,4-h]pteridine (PREPARATION x2, 351 mg, 1.547 mmol) in DMSO (10 mL), sodium tert-butoxide (178 mg, 1.856 mmol) and 5-(chloromethyl)oxazole (200 mg, 1.702 mmol) (171 mg, 36%). ESI-MS m/z [M+H]+ calc'd for C13H14ClN5O2, 308.09. found 308.1.